Dataset: the Open Reaction Database (ORD), a public repository of structured organic reaction records. Task: describe an organic reaction: reactants, conditions, products, and yield Starting materials: O=C([O-])[O-], Cl, [Cs+], [Cs+], [I-], N#N, Nc1ccc(O)cc1[N+](=O)[O-], [Na+], CN(C)C=O, O, ClCc1ccccn1. Product: Nc1ccc(OCc2ccccn2)cc1[N+](=O)[O-]. Reaction SMILES: [C:12](=[O:13])([O-:14])[O-:15].[ClH:20].[Cs+:16].[Cs+:17].[I-:19].[N:29]#[N:30].[NH2:1][c:2]1[c:3]([N+:9](=[O:10])[O-:11])[cH:4][c:5]([OH:8])[cH:6][cH:7]1.[Na+:18].[O:32]=[CH:33][N:34]([CH3:35])[CH3:36].[OH2:31].[c:21]1([CH2:27][Cl:28])[cH:22][cH:23][cH:24][cH:25][n:26]1>>[NH2:1][c:2]1[c:3]([N+:9](=[O:10])[O-:11])[cH:4][c:5]([O:8][CH2:27][c:21]2[cH:22][cH:23][cH:24][cH:25][n:26]2)[cH:6][cH:7]1. Reactants: C(CC#CC)OC(CCCCC(=O)OCCC#CC)=O (adipic acid dipent-3-inyl ester), complex 23a, O(CC)CC (OEt2). Solvent: C1(=CC=CC=C1)C (toluene). Conditions: time 24 hour. The product is O1C(CCCCC(OCCC#CCC1)=O)=O (1,8-dioxacyclotetradec-11-in-2,7-dione). Isolated yield 91.9%. Reaction SMILES: [CH2:1]([O:6][C:7](=[O:20])[CH2:8][CH2:9][CH2:10][CH2:11][C:12]([O:14][CH2:15][CH2:16][C:17]#[C:18][CH3:19])=[O:13])CC#CC.O(CC)CC>C1(C)C=CC=CC=1>[O:6]1[CH2:1][CH2:19][C:18]#[C:17][CH2:16][CH2:15][O:14][C:12](=[O:13])[CH2:11][CH2:10][CH2:9][CH2:8][C:7]1=[O:20]. Reported procedure: In a dry 100 mL Schlenk-tube, which has been flooded with argon, adipic acid dipent-3-inyl ester (135 mg, 485 μmol), complex 23a.OEt2 (10.5 mg, 9.67 μmol, 2 mol %) and molecular sieve (970 mg, 5 Å, powder) were suspended in 24.2 mL of toluene. The reaction solution was stirred for 24 h at room temperature, was filtered for the processing over a short silica gel column, the filtrate was concentrated and the residue was purified by means of column chromatography (SiO2, hexane/EtOAc, 20:1). One obt... Starting materials: C(C1=CC=CC=C1)NC(NO)=O (3-benzyl-1-hydroxyurea), ClC(C(=O)O)(Cl)Cl (trichloroacetic acid), C1COP(=O)(NC1O)N(CCCl)CCCl (4-hydroxycyclophosphamide). The solvent is CC(=O)C (acetone), C(Cl)Cl (methylenechloride). Reaction conditions: time 8 hour. Product: C(C1=CC=CC=C1)NC(N(C1NP(OCC1)(=O)N(CCCl)CCCl)O)=O (3-benzyl-1-hydroxy-1-[2-(bis-(2-chloroethyl)-amino)-2-oxo-tetrahydro-2H-1,3,2-oxazaphosphorin-4-yl]-urea). Reaction SMILES: [CH2:1]([NH:8][C:9](=[O:12])[NH:10][OH:11])[C:2]1[CH:7]=[CH:6][CH:5]=[CH:4][CH:3]=1.ClC(Cl)(Cl)C(O)=O.[CH2:20]1[CH:26](O)[NH:25][P:23]([N:28]([CH2:32][CH2:33][Cl:34])[CH2:29][CH2:30][Cl:31])(=[O:24])[O:22][CH2:21]1>CC(C)=O.C(Cl)Cl>[CH2:1]([NH:8][C:9](=[O:12])[N:10]([OH:11])[CH:26]1[CH2:20][CH2:21][O:22][P:23]([N:28]([CH2:32][CH2:33][Cl:34])[CH2:29][CH2:30][Cl:31])(=[O:24])[NH:25]1)[C:2]1[CH:7]=[CH:6][CH:5]=[CH:4][CH:3]=1. Procedure details: 540 mg (3.25 mmol) of 3-benzyl-1-hydroxyurea in 40 ml of acetone and a catalytic amount of trichloroacetic acid were added to 900 mg (3.25 mmol) of 4-hydroxycyclophosphamide in 1 ml of methylenechloride. The mixture was stored overnight at -25° C., the crystals were then drawn off by suction, washed with acetone and ether and recrystallized from ethyl acetate. Reactants: FC1=C(C=C(C(=C1)C(=C(Cl)Cl)Cl)[N+](=O)[O-])C(F)(F)F (1-fluoro-4-nitro-5-trichlorovinyl-2-trifluoromethyl-benzene), I(=O)(=O)(=O)[O-].[Na+] (sodium periodate), I(=O)(=O)(=O)[O-].[Na+] (sodium periodate), solvent, ClC(Cl)(Cl)Cl (tetrachloromethane), C(C)#N (acetonitril), O (water). The reagents and catalysts are O.[Ru](Cl)(Cl)Cl (ruthenium trichloride monohydrate), O.[Ru](Cl)(Cl)Cl (ruthenium trichloride monohydrate). Reaction conditions: temperature 60 celsius, time 4 hour. The product is FC=1C(=CC(=C(C(=O)O)C1)[N+](=O)[O-])C(F)(F)F (5-fluoro-2-nitro-4-trifluoromethyl-benzoic acid). RXN SMILES: ClC(Cl)(Cl)Cl.C(#N)C.[F:9][C:10]1[CH:15]=[C:14]([C:16](Cl)=C(Cl)Cl)[C:13]([N+:21]([O-:23])=[O:22])=[CH:12][C:11]=1[C:24]([F:27])([F:26])[F:25].I([O-])(=O)(=O)=[O:29].[Na+].[OH2:34]>O.[Ru](Cl)(Cl)Cl>[F:9][C:10]1[C:11]([C:24]([F:27])([F:26])[F:25])=[CH:12][C:13]([N+:21]([O-:23])=[O:22])=[C:14]([CH:15]=1)[C:16]([OH:29])=[O:34] |f:3.4,6.7|. Procedure details: To 300 ml of a solvent mixture of tetrachloromethane, acetonitril and water (10:10:15) are added sequentially 8.5 g (25 mmole) of 1-fluoro-4-nitro-5-trichlorovinyl-2-trifluoromethyl-benzene, 1 g (8 mol%) of ruthenium trichloride monohydrate and 23 g (0.1 mole) of sodium periodate. After stirring at 60° C. for 16 hours additional 1 g of ruthenium trichloride monohydrate and 23 g of sodium periodate are added and stirring at 60° C. is continued for 4 hours. The cooled reaction is filtered over Cel... Reactants: O[C@H]1C=CC([C@H]([C@@H]1O)O)=O ((4S,5R,6S)-4,5,6-trihydroxy-2-cyclohexene-1-one), O (water). Reagents/catalysts: [Pd] (Pd/C). Solvent: CO (methanol). The product is O[C@@H]1C(CC[C@@H]([C@H]1O)O)=O ((2S,3R,4S)-2,3,4-trihydroxycyclohexane-1-one). The yield is 95.3%. As a reaction SMILES: [OH:1][C@@H:2]1[C@@H:7]([OH:8])[C@H:6]([OH:9])[C:5](=[O:10])[CH:4]=[CH:3]1.O>CO.[Pd]>[OH:8][C@H:7]1[C@H:6]([OH:9])[C@@H:5]([OH:10])[CH2:4][CH2:3][C:2]1=[O:1]. Procedure: 205 mg of (4S,5R,6S)-4,5,6-trihydroxy-2-cyclohexene-1-one obtained in Example 3 was dissolved in 3.5 mL of methanol. 20 mg (50 weight % of water contained) of 5 weight % Pd/C was added thereto and hydrogenated at room temperature (25 degrees centigrade) under ordinary pressure (1 atm). After the completion of the reaction, the catalyst was removed by filtration, and the filtrate was concentrated to obtain 198 mg (yield: 96%) of (2S,3R,4S)-2,3,4-trihydroxycyclohexane-1-one. Starting materials: C1(=C(C=CC=C1)N)N (1,2-phenylenediamine), C(CCC1=CC=CC=C1)(=O)O (hydrocinnamic acid), resultant suspension. Run in Cl (HCl). Reaction conditions: time 8 hour. The product is C1(=CC=CC=C1)CCC=1NC2=C(N1)C=CC=C2 (2-(2-Phenylethyl)benzimidazole). Yield: 82.9%. Reaction SMILES: [C:1]1([NH2:8])[CH:6]=[CH:5][CH:4]=[CH:3][C:2]=1[NH2:7].[C:9](O)(=O)[CH2:10][CH2:11][C:12]1[CH:17]=[CH:16][CH:15]=[CH:14][CH:13]=1>Cl>[C:12]1([CH2:11][CH2:10][C:9]2[NH:7][C:2]3[CH:3]=[CH:4][CH:5]=[CH:6][C:1]=3[N:8]=2)[CH:17]=[CH:16][CH:15]=[CH:14][CH:13]=1. Procedure details: A 100 mL flask fitted with a stir-bar and condenser was charged with 1,2-phenylenediamine (2.88 g, 26.6 mmol), hydrocinnamic acid (4.00 g, 26.6 mmol), and 4M HCl (40 mL). The resultant suspension was heated in a 130° C. bath 48 hr. The mixture was cooled, and the precipitate was filtered. The solid was suspended in H2O (70 mL), and the suspension was brought to pH 11 with 50% aqueous NaOH and stirred overnight. The pH was readjusted from 3 to 11 with 50% NaOH. The solid was filtered, pressed wit... The reactants are ClCCl, CCN(C(C)C)C(C)C, [Mg+2], [Mg+2], [O-][Si]([O-])([O-])[O-], O=C(Cl)c1ccc(NC(=O)c2ccccc2-c2ccccc2)cc1Cl, c1ccc2c(c1)Cn1cccc1CN2. Product: O=C(Nc1ccc(C(=O)N2Cc3cccn3Cc3ccccc32)c(Cl)c1)c1ccccc1-c1ccccc1. RXN SMILES: [CH2:56]([Cl:57])[Cl:58].[CH:15]([N:16]([CH2:17][CH3:18])[CH:19]([CH3:20])[CH3:21])([CH3:22])[CH3:23].[Mg+2:54].[Mg+2:55].[Si:49]([O-:50])([O-:51])([O-:52])[O-:53].[c:24]1(-[c:43]2[cH:44][cH:45][cH:46][cH:47][cH:48]2)[c:25]([C:30](=[O:31])[NH:32][c:33]2[cH:34][c:35]([Cl:42])[c:36]([C:37](=[O:38])[Cl:39])[cH:40][cH:41]2)[cH:26][cH:27][cH:28][cH:29]1.[cH:1]1[cH:2][cH:3][n:4]2[c:5]1[CH2:6][NH:7][c:8]1[c:9]([cH:11][cH:12][cH:13][cH:14]1)[CH2:10]2>>[cH:1]1[cH:2][cH:3][n:4]2[c:5]1[CH2:6][N:7]([C:37]([c:36]1[c:35]([Cl:42])[cH:34][c:33]([NH:32][C:30]([c:25]3[c:24](-[c:43]4[cH:44][cH:45][cH:46][cH:47][cH:48]4)[cH:29][cH:28][cH:27][cH:26]3)=[O:31])[cH:41][cH:40]1)=[O:38])[c:8]1[c:9]([cH:11][cH:12][cH:13][cH:14]1)[CH2:10]2.